describe an organic reaction: reactants, conditions, products, and yield From a dataset of the Open Reaction Database (ORD), a public repository of structured organic reaction records. The reactants are C1(CCCCC1)N=C=NC1CCCCC1 (dicyclohexylcarbodiimide), CC1([C@@H]([C@@H]1C=CC(O)=O)C(=O)O[C@@H](C1=CC(=CC=C1)OC1=CC=CC=C1)C#N)C ((S)α-cyano-3-phenoxy-benzyl(1R,cis)2,2-dimethyl-3-[3-oxo-3-hydroxy-1-propenyl]-cyclopropane-carboxylate), C(#N)C(C(Cl)(Cl)Cl)O (chloral cyanohydrin). Reagents/catalysts: CN(C1=CC=NC=C1)C (4-dimethylaminopyridine). Run in C(Cl)Cl (methylene chloride). Run at temperature 20 celsius, time 2 hour. The product is CC1([C@@H]([C@@H]1\C=C/C(OC(=C(Cl)Cl)C#N)=O)C(=O)O[C@@H](C1=CC(=CC=C1)OC1=CC=CC=C1)C#N)C ((S)α-cyano-3-phenoxy-benzyl(1R,cis,Z)2,2-dimethyl-3-[3-oxo-3-(2,2-dichloro-1-cyanovinyloxy)-1-propenyl]-cyclopropane-carboxylate). The yield is 37.6%. RXN SMILES: C1(N=C=NC2CCCCC2)CCCCC1.[CH3:16][C:17]1([CH3:44])[C@@H:19]([CH:20]=[CH:21][C:22](=[O:24])[OH:23])[C@H:18]1[C:25]([O:27][C@H:28]([C:42]#[N:43])[C:29]1[CH:34]=[CH:33][CH:32]=[C:31]([O:35][C:36]2[CH:41]=[CH:40][CH:39]=[CH:38][CH:37]=2)[CH:30]=1)=[O:26].[C:45]([CH:47](O)[C:48](Cl)([Cl:50])[Cl:49])#[N:46]>CN(C)C1C=CN=CC=1.C(Cl)Cl>[CH3:16][C:17]1([CH3:44])[C@@H:19](/[CH:20]=[CH:21]\[C:22](=[O:23])[O:24][C:47]([C:45]#[N:46])=[C:48]([Cl:50])[Cl:49])[C@H:18]1[C:25]([O:27][C@H:28]([C:42]#[N:43])[C:29]1[CH:34]=[CH:33][CH:32]=[C:31]([O:35][C:36]2[CH:41]=[CH:40][CH:39]=[CH:38][CH:37]=2)[CH:30]=1)=[O:26]. Procedure: 140 mg of 4-dimethylaminopyridine and then 1.76 g of dicyclohexylcarbodiimide were added at 0° C. to a mixture of 3.36 g (S)α-cyano-3-phenoxy-benzyl(1R,cis)2,2-dimethyl-3-[3-oxo-3-hydroxy-1-propenyl]-cyclopropane-carboxylate, 1.7 g of chloral cyanohydrin and 16 ml of methylene chloride and the mixture was stirred at 20° C. for 21/2 hours and was then evaporated to dryness under reduced pressure. The residue was chromatographed over silica gel and eluted with an 85-15 cyclohexane-ethyl acetate mi... Reactants: N (ammonia), CC=1C=C(N)C=C(C1)C (3,5-dimethylaniline), CS(=O)(=O)O (methanesulfonic acid), diazonium, ice, cuprous chloride, Cl (hydrochloric acid), ice, N(=O)[O-].[Na+] (sodium nitrite). Solvent: C(C)(=O)O (acetic acid). Reaction conditions: time 8 hour. The product is ClC=1C=C(C=C(C1)C)C (5-chloro-m-xylene). Reaction SMILES: [CH3:1][C:2]1[CH:3]=[C:4]([CH:6]=[C:7]([CH3:9])[CH:8]=1)N.CS(O)(=O)=O.N([O-])=O.[Na+].N.[ClH:20]>C(O)(=O)C>[Cl:20][C:4]1[CH:6]=[C:7]([CH3:9])[CH:8]=[C:2]([CH3:1])[CH:3]=1 |f:2.3|. Procedure details: A solution of 3,5-dimethylaniline (36.3 g; 0.3 mole) in glacial acetic acid (200 ml) is treated with methanesulfonic acid (60 g) and the stirred mixture cooled to 0°-5° C. in an ice-salt bath. An ice cold solution of sodium nitrite (21 g in 80 ml H2O) is slowly added over a half hour period and this diazonium solution then added quickly to an ice cold solution of cuprous chloride [from cooper sulphate 5 H2O (125 g), sodium chloride (32.5 g) and sodium sulphate (71 g)] in concentrated hydrochlori...